From a dataset of the Open Reaction Database (ORD), a public repository of structured organic reaction records. describe an organic reaction: reactants, conditions, products, and yield Starting materials: C(C1=CC=CC=C1)N1C(C(C1C#C)C(C)O)=O (1-benzyl-4-ethynyl-3-(1-hydroxyethyl)-2-azetidinone), CNC1(CC=NC=C1)NC (4,4-dimethylaminopyridine), C(C1=CC=CC=C1)OC(=O)Cl (benzyloxycarbonyl chloride), Ice water. The solvent is C(Cl)Cl (methylene chloride). The product is C(C1=CC=CC=C1)N1C(C(C1C#C)C(C)OC(=O)OCC1=CC=CC=C1)=O (1-benzyl-3-(1-benzyloxycarbonyloxyethyl)-4-ethynyl-2-azetidinone). Isolated yield 68.8%. RXN SMILES: [CH2:1]([N:8]1[CH:11]([C:12]#[CH:13])[CH:10]([CH:14]([OH:16])[CH3:15])[C:9]1=[O:17])[C:2]1[CH:7]=[CH:6][CH:5]=[CH:4][CH:3]=1.CNC1(NC)C=CN=CC1.[CH2:28]([O:35][C:36](Cl)=[O:37])[C:29]1[CH:34]=[CH:33][CH:32]=[CH:31][CH:30]=1>C(Cl)Cl>[CH2:1]([N:8]1[CH:11]([C:12]#[CH:13])[CH:10]([CH:14]([O:16][C:36]([O:35][CH2:28][C:29]2[CH:34]=[CH:33][CH:32]=[CH:31][CH:30]=2)=[O:37])[CH3:15])[C:9]1=[O:17])[C:2]1[CH:3]=[CH:4][CH:5]=[CH:6][CH:7]=1. Procedure details: To a solution of 36 mg (0.16 mmol) of 1-benzyl-4-ethynyl-3-(1-hydroxyethyl)-2-azetidinone in 2 ml of methylene chloride, 30 mg (0.25 mmol) of 4,4-dimethylaminopyridine and 0.04 ml (0.25 mmol) of benzyloxycarbonyl chloride were added at -10° C. and the mixture was stirred for a night. Ice water was added to the reaction solution and the resultant was extracted three times with methylene chloride. The extract was washed with a saturated solution of NaCl, dried with anhydrous magnesium sulfate, con... Starting materials: [O-]P(=O)([O-])[O-].[K+].[K+].[K+] (K3PO4), COC(C1=CC(=CC=C1)Br)=O (methyl-3-bromo-benzoate), COC1=CC=C(C=C1)N (p-anisidine), ligand 1, CC(C)(C)[O-].[Na+] (NaOt-Bu), solution. Reagents/catalysts: C=1C=CC(=CC1)/C=C/C(=O)/C=C/C2=CC=CC=C2.C=1C=CC(=CC1)/C=C/C(=O)/C=C/C2=CC=CC=C2.C=1C=CC(=CC1)/C=C/C(=O)/C=C/C2=CC=CC=C2.[Pd].[Pd] (Pd2(dba)3). Run in CCOCC (ether), CCCCCCCCCCCC (dodecane), COCCOC (DME). Reaction conditions: temperature 100 celsius, time 10 minute. Yields the product COC(C1=CC(=CC=C1)NC1=CC=C(C=C1)OC)=O (Methyl-3-(N-p-methoxylphenyl amino)benzoate). The yield is 4.7%. RXN SMILES: CC([O-])(C)C.[Na+].[O-]P([O-])([O-])=O.[K+].[K+].[K+].[CH3:15][O:16][C:17](=[O:25])[C:18]1[CH:23]=[CH:22][CH:21]=[C:20](Br)[CH:19]=1.[CH3:26][O:27][C:28]1[CH:33]=[CH:32][C:31]([NH2:34])=[CH:30][CH:29]=1>COCCOC.CCOCC.CCCCCCCCCCCC.C1C=CC(/C=C/C(/C=C/C2C=CC=CC=2)=O)=CC=1.C1C=CC(/C=C/C(/C=C/C2C=CC=CC=2)=O)=CC=1.C1C=CC(/C=C/C(/C=C/C2C=CC=CC=2)=O)=CC=1.[Pd].[Pd]>[CH3:15][O:16][C:17](=[O:25])[C:18]1[CH:23]=[CH:22][CH:21]=[C:20]([NH:34][C:31]2[CH:32]=[CH:33][C:28]([O:27][CH3:26])=[CH:29][CH:30]=2)[CH:19]=1 |f:0.1,2.3.4.5,11.12.13.14.15|. Procedure: A solution of Pd2(dba)3 [92 mg, 0.1 mmol (4.6 mg, 0.005 mmol, 2 mol % Pd per reaction)], ligand 1 (see FIG. 1) [168 mg, 0.4 mmol (8.4 mg, 0.02 mmol, 4 mol % per reaction)] and NaOt-Bu [40 mg, 0.4 mmol (2 mg, 0.02 mmol, 4 mol % per reaction)] were stirred in 10 mL DME (anhy). After 10 minutes, 0.5 mL of the solution was added via syringe to a test tube containing (under an Argon atmosphere) K3PO4 (148 mg, 0.7 mmol), methyl-3-bromo-benzoate (107 mg, 0.5 mmol), and p-anisidine (74 mg, 0.6 mmol). Th... Reactants: [Pb].[N] (nitrogen lead), C(C=C)(=O)NCC=1C(OC2=CC(=CC=C2C1C)O)=O (acrylamido methyl 7-hydroxy-4-methyl coumarin), C(C(=C)C)(=O)OCCCCCCCCCCCCCCCCCC (stearyl methacrylate), N(=NC(C#N)(C)C)C(C#N)(C)C (azobis-isobutyronitrile). Solvent: CN(C=O)C (dimethylformamide). The product is C(C=C)(=O)NCC=1C(OC2=CC(=CC=C2C1C)O)=O.C(C(=C)C)(=O)OCCCCCCCCCCCCCCCCCC (acrylamido methyl-7-hydroxy-4-methyl coumarin stearyl methacrylate). RXN SMILES: [Pb].[N].[C:3]([NH:7][CH2:8][C:9]1[C:10](=[O:21])[O:11][C:12]2[C:17]([C:18]=1[CH3:19])=[CH:16][CH:15]=[C:14]([OH:20])[CH:13]=2)(=[O:6])[CH:4]=[CH2:5].[C:22]([O:27][CH2:28][CH2:29][CH2:30][CH2:31][CH2:32][CH2:33][CH2:34][CH2:35][CH2:36][CH2:37][CH2:38][CH2:39][CH2:40][CH2:41][CH2:42][CH2:43][CH2:44][CH3:45])(=[O:26])[C:23]([CH3:25])=[CH2:24].N(C(C)(C)C#N)=NC(C)(C)C#N>CN(C)C=O>[C:3]([NH:7][CH2:8][C:9]1[C:10](=[O:21])[O:11][C:12]2[C:17]([C:18]=1[CH3:19])=[CH:16][CH:15]=[C:14]([OH:20])[CH:13]=2)(=[O:6])[CH:4]=[CH2:5].[C:22]([O:27][CH2:28][CH2:29][CH2:30][CH2:31][CH2:32][CH2:33][CH2:34][CH2:35][CH2:36][CH2:37][CH2:38][CH2:39][CH2:40][CH2:41][CH2:42][CH2:43][CH2:44][CH3:45])(=[O:26])[C:23]([CH3:25])=[CH2:24] |f:0.1,6.7,^3:0|. Procedure: Into a 50 ml flask provided with a condenser, a nitrogen lead in tube and an agitator, there are introduced 1 g of acrylamido methyl 7-hydroxy-4-methyl coumarin, 2 g of stearyl methacrylate, 0.3 g of azobis-isobutyronitrile and 6 g of dimethylformamide. The reactants are C1(CCCC1)N1CCN(CC1)C(=O)C=1C=C2C=C(NC2=CC1)C(=O)N1CCS(CC1)(=O)=O ([5-(4-Cyclopentyl-piperazine-1-carbonyl)-1H-indol-2-yl]-(1,1-dioxo-thiomorpholin-4-yl)-methanone), ClC=1C=C(C=CC1)B(O)O (3-chlorophenylboronic acid), N1=CC=CC=C1 (pyridine). The reagents and catalysts are C(C)(=O)[O-].[Cu+2].C(C)(=O)[O-] (copper(II) acetate). Solvent: ClCCl (dichloromethane). Yields the product ClC=1C=C(C=CC1)N1C(=CC2=CC(=CC=C12)C(=O)N1CCN(CC1)C1CCCC1)C(=O)N1CCS(CC1)(=O)=O ([1-(3-Chloro-phenyl)-5-(4-cyclopentyl-piperazine-1-carbonyl)-1H-indol-2-yl]-(1,1-dioxo-thiomorpholin-4-yl)-methanone). Yield: 20.0%. Reaction SMILES: [CH:1]1([N:6]2[CH2:11][CH2:10][N:9]([C:12]([C:14]3[CH:15]=[C:16]4[C:20](=[CH:21][CH:22]=3)[NH:19][C:18]([C:23]([N:25]3[CH2:30][CH2:29][S:28](=[O:32])(=[O:31])[CH2:27][CH2:26]3)=[O:24])=[CH:17]4)=[O:13])[CH2:8][CH2:7]2)[CH2:5][CH2:4][CH2:3][CH2:2]1.[Cl:33][C:34]1[CH:35]=[C:36](B(O)O)[CH:37]=[CH:38][CH:39]=1.N1C=CC=CC=1>ClCCl.C([O-])(=O)C.[Cu+2].C([O-])(=O)C>[Cl:33][C:34]1[CH:39]=[C:38]([N:19]2[C:20]3[C:16](=[CH:15][C:14]([C:12]([N:9]4[CH2:8][CH2:7][N:6]([CH:1]5[CH2:2][CH2:3][CH2:4][CH2:5]5)[CH2:11][CH2:10]4)=[O:13])=[CH:22][CH:21]=3)[CH:17]=[C:18]2[C:23]([N:25]2[CH2:30][CH2:29][S:28](=[O:31])(=[O:32])[CH2:27][CH2:26]2)=[O:24])[CH:37]=[CH:36][CH:35]=1 |f:4.5.6|. Procedure: The title compound was synthesized in analogy to example 66, from [5-(4-cyclopentyl-piperazine-1-carbonyl)-1H-indol-2-yl]-(1,1-dioxo-thiomorpholin-4-yl)-methanone (example 34), 3-chlorophenylboronic acid, copper(II) acetate and pyridine in dichloromethane, to give the desired product as a light yellow solid (20%). Starting materials: C(C)OC(CC1(OC2=C(O1)C=CC(=C2)[N+](=O)[O-])C)=O (ethyl(2-methyl-5-nitro-1,3-benzodioxol-2-yl)-acetate), alcohol, [H][H] (hydrogen). The reagents and catalysts are [Ni] (Raney nickel). Yields the product C(C)OC(CC1(OC2=C(O1)C=CC(=C2)N)C)=O (Ethyl(2-methyl-5-amino-1,3-benzodioxol-2-yl)acetate). As a reaction SMILES: [CH2:1]([O:3][C:4](=[O:19])[CH2:5][C:6]1([CH3:18])[O:10][C:9]2[CH:11]=[CH:12][C:13]([N+:15]([O-])=O)=[CH:14][C:8]=2[O:7]1)[CH3:2].[H][H]>[Ni]>[CH2:1]([O:3][C:4](=[O:19])[CH2:5][C:6]1([CH3:18])[O:10][C:9]2[CH:11]=[CH:12][C:13]([NH2:15])=[CH:14][C:8]=2[O:7]1)[CH3:2]. Procedure: of ethyl(2-methyl-5-nitro-1,3-benzodioxol-2-yl)-acetate (prepared according to G. Sloof, Rec. Trav. Chim. 547, 995 (1935)) dissolved in 300 cc. of 95% alcohol are hydrogenated at room temperature and 2 atm. of hydrogen pressure in the presence of 6 g. of Raney nickel. After the theoretical absorption of hydrogen, the mixture is filtered and evaporated to dryness. The residual oil is purified by distillation, (b.p. 190°-200°C./0.4 mm.). The reactants are BrC=1C=C(C=C2C(C(NC12)=O)=O)C (7-bromo-5-methylisatin), Cl.C(C)(C)N(CCCl)C(C)C (2-diisopropylaminoethyl chloride hydrochloride). Yields the product BrC=1C=C(C=C2C(C(N(C12)CCN(C(C)C)C(C)C)=O)=O)C (7-bromo-1-(2-diisopropylaminoethyl)-5-methylisatin). Yield: 13.1%. Reaction SMILES: [Br:1][C:2]1[CH:3]=[C:4]([CH3:13])[CH:5]=[C:6]2[C:10]=1[NH:9][C:8](=[O:11])[C:7]2=[O:12].Cl.[CH:15]([N:18]([CH:22]([CH3:24])[CH3:23])[CH2:19][CH2:20]Cl)([CH3:17])[CH3:16]>>[Br:1][C:2]1[CH:3]=[C:4]([CH3:13])[CH:5]=[C:6]2[C:10]=1[N:9]([CH2:20][CH2:19][N:18]([CH:22]([CH3:24])[CH3:23])[CH:15]([CH3:17])[CH3:16])[C:8](=[O:11])[C:7]2=[O:12] |f:1.2|. Reported procedure: By using the 7-bromo-5-methylisatin and 2-diisopropylaminoethyl chloride hydrochloride, a method analogous to that described in Reference Example 1 was carried out to obtain 7-bromo-1-(2-diisopropylaminoethyl)-5-methylisatin having a melting point of 94°-97° C. (yield: 13.1%). Reactants: BrCC1=CC2=CC=CC=C2C=C1 (2-(bromomethyl)naphthalene), ClC=1N=CNC1Cl (4,5-dichloroimidazole), C1CCOC1 (THF), BrCC1=C(C(=C(C(=C1C)CBr)C)CBr)C (1,3,5-tris(bromomethyl)-2,4,6-trimethylbenzene), [OH-].[K+] (Potassium hydroxide). Yields the product [Br-].CC1=C(C(=C(C(=C1C[N+]1=CN(C(=C1Cl)Cl)CC1=CC2=CC=CC=C2C=C1)C)C[N+]1=CN(C(=C1Cl)Cl)CC1=CC2=CC=CC=C2C=C1)C)C[N+]1=CN(C(=C1Cl)Cl)CC1=CC2=CC=CC=C2C=C1.[Br-].[Br-] (3,3′,3″-(2,4,6-trimethylbenzene-1,3,5-triyl)tris(methylene)tris(4,5-dichloro-1-(naphthalen-2-ylmethyl)-1H-imidazol-3-ium) bromide). As a reaction SMILES: [Cl:1][C:2]1[N:3]=[CH:4][NH:5][C:6]=1[Cl:7].[OH-].[K+].[Br:10][CH2:11][C:12]1[C:17]([CH3:18])=[C:16]([CH2:19]Br)[C:15]([CH3:21])=[C:14]([CH2:22]Br)[C:13]=1[CH3:24].[Br:25][CH2:26][C:27]1[CH:36]=[CH:35][C:34]2[C:29](=[CH:30][CH:31]=[CH:32][CH:33]=2)[CH:28]=1.[CH2:37]1[CH2:41]O[CH2:39][CH2:38]1>>[Br-:10].[CH3:24][C:13]1[C:12]([CH2:11][N+:3]2[C:2]([Cl:1])=[C:6]([Cl:7])[N:5]([CH2:26][C:27]3[CH:36]=[CH:35][C:34]4[C:29](=[CH:30][CH:31]=[CH:32][CH:33]=4)[CH:28]=3)[CH:4]=2)=[C:17]([CH3:18])[C:16]([CH2:19][N+:3]2[C:2]([Cl:1])=[C:6]([Cl:7])[N:5]([CH2:39][C:38]3[CH:34]=[CH:33][C:32]4[C:41](=[CH:41][CH:37]=[CH:38][CH:39]=4)[CH:37]=3)[CH:4]=2)=[C:15]([CH3:21])[C:14]=1[CH2:22][N+:3]1[C:2]([Cl:1])=[C:6]([Cl:7])[N:5]([CH2:41][C:37]2[CH:31]=[CH:30][C:29]3[C:39](=[CH:35][CH:36]=[CH:27][CH:28]=3)[CH:38]=2)[CH:4]=1.[Br-:25].[Br-:10] |f:1.2,6.7.8.9|. Procedure details: 4,5-dichloroimidazole (3.00 g, 21.90 mmol) was dissolved in THF and brought to reflux. Potassium hydroxide (2.46 g, 43.80 mmol) was added to the solution and allowed to reflux for 30 min. 1,3,5-tris(bromomethyl)-2,4,6-trimethylbenzene (2.91 g, 7.30 mmol) was added to the solution and refluxed overnight. Solution was filtered while hot to remove the KBr precipitate and the filtrate returned to reflux. 2-(bromomethyl)naphthalene (4.84 g, 21.90 mmol) was added to the solution and refluxed for 3 h. ...